This data is from the Open Reaction Database (ORD), a public repository of structured organic reaction records. The task is: describe an organic reaction: reactants, conditions, products, and yield The reactants are FC(C1=CC=C(C=C1)CN)(F)F ((4-(trifluoromethyl)phenyl)methanamine), COC1=CC=C(C=C1)CCN (2-(4-methoxyphenyl)ethanamine), C(C1=CC=CC=C1)(=O)NC=1C=C(C(=O)O)C=CN1 (2-benzamidoisonicotinic acid). The product is C(C1=CC=CC=C1)(=O)NC=1C=C(C(=O)NCCC2=CC=C(C=C2)OC)C=CN1 (2-benzamido-N-[2-(4-methoxyphenyl)ethyl]isonicotinamide). Isolated yield 48.0%. As a reaction SMILES: FC(F)(F)C1C=CC(CN)=CC=1.[CH3:13][O:14][C:15]1[CH:20]=[CH:19][C:18]([CH2:21][CH2:22][NH2:23])=[CH:17][CH:16]=1.[C:24]([NH:32][C:33]1[CH:34]=[C:35]([CH:39]=[CH:40][N:41]=1)[C:36](O)=[O:37])(=[O:31])[C:25]1[CH:30]=[CH:29][CH:28]=[CH:27][CH:26]=1>>[C:24]([NH:32][C:33]1[CH:34]=[C:35]([CH:39]=[CH:40][N:41]=1)[C:36]([NH:23][CH2:22][CH2:21][C:18]1[CH:19]=[CH:20][C:15]([O:14][CH3:13])=[CH:16][CH:17]=1)=[O:37])(=[O:31])[C:25]1[CH:26]=[CH:27][CH:28]=[CH:29][CH:30]=1. Reported procedure: Following the procedure as described in Example 1, making variations as required to replace (4-(trifluoromethyl)phenyl)methanamine with 2-(4-methoxyphenyl)ethanamine to react with 2-benzamidoisonicotinic acid, 2-benzamido-N-[2-(4-methoxyphenyl)ethyl]isonicotinamide was obtained as a colorless solid in 48% yield: 1H NMR (300 MHz, CDCl3) δ 8.79 (s, 1H), 7.91 (d, J=5.6 Hz, 2H), 7.62-7.43 (m, 4H), 7.19-7.15 (m, 4H), 6.90-6.87 (m, 2H), 6.45-6.43 (m, 1H), 3.79 (s, 3H), 3.71-3.65 (m, 2H), 2.89 (t, J=7.... The product is Nc1cc(Oc2ccncc2)ccc1[N+](=O)[O-]. The reactants are CCO, Clc1ccncc1, [K+], Nc1cc(O)ccc1[N+](=O)[O-], [OH-], O. RXN SMILES: [CH3:3][CH2:4][OH:5].[Cl:17][c:18]1[cH:19][cH:20][n:21][cH:22][cH:23]1.[K+:2].[NH2:6][c:7]1[cH:8][c:9]([OH:16])[cH:10][cH:11][c:12]1[N+:13](=[O:14])[O-:15].[OH-:1].[OH2:24]>>[NH2:6][c:7]1[cH:8][c:9]([O:16][c:18]2[cH:19][cH:20][n:21][cH:22][cH:23]2)[cH:10][cH:11][c:12]1[N+:13](=[O:14])[O-:15]. Reactants: C(C1CCCO1)N (tetrahydofurfurylamine), [OH-].[Na+] (NaOH), C(=S)=S (carbon disulfide), ClCCCC(=O)OC (Methyl 4-chlorobutyrate). The solvent is CCO (EtOH). Reaction conditions: time 1.5 hour. Yields the product COC(CCCSC(NCC1OCCC1)=S)=O (4-(tetrahydrofuran-2-ylmethylthiocarbamoylsulfanyl)-butyric acid methyl ester). As a reaction SMILES: [CH2:1]([NH2:7])[CH:2]1[O:6][CH2:5][CH2:4][CH2:3]1.[OH-].[Na+].[C:10](=[S:12])=[S:11].Cl[CH2:14][CH2:15][CH2:16][C:17]([O:19][CH3:20])=[O:18]>CCO>[CH3:20][O:19][C:17](=[O:18])[CH2:16][CH2:15][CH2:14][S:11][C:10](=[S:12])[NH:7][CH2:1][CH:2]1[CH2:3][CH2:4][CH2:5][O:6]1 |f:1.2|. Procedure details: To a solution of tetrahydofurfurylamine (2 mL) in EtOH (20 mL) were added 5 N NaOH (3.9 mL) and carbon disulfide (1.17 mL), and the mixture was stirred for 1.5 h. Methyl 4-chlorobutyrate (2.4 mL) was then added, and the mixture was stirred overnight. Upon quenching with saturated NaCl solution the mixture was extracted with ether. Chromatography on silica gel gave the desired 4-(tetrahydrofuran-2-ylmethylthiocarbamoylsulfanyl)-butyric acid methyl ester product (1.1 g). As a reaction SMILES: [C:1](=[O:2])([CH3:3])[O:4][CH2:5][c:6]1[cH:7][c:8]2[c:13]([cH:14][c:15]1[N+:16](=[O:17])[O-:18])[CH:12]([NH:19][C:20]([C:21]([F:22])([F:23])[F:24])=[O:25])[CH2:11][CH2:10][CH2:9]2.[CH3:31][OH:32].[S:26](=[O:27])(=[O:28])([OH:29])[OH:30]>>[OH:4][CH2:5][c:6]1[cH:7][c:8]2[c:13]([cH:14][c:15]1[N+:16](=[O:17])[O-:18])[CH:12]([NH:19][C:20]([C:21]([F:22])([F:23])[F:24])=[O:25])[CH2:11][CH2:10][CH2:9]2. The reactants are CC(=O)OCc1cc2c(cc1[N+](=O)[O-])C(NC(=O)C(F)(F)F)CCC2, CO, O=S(=O)(O)O. The product is O=C(NC1CCCc2cc(CO)c([N+](=O)[O-])cc21)C(F)(F)F. The reactants are C[Mg]Cl (MeMgCl), ClC(=O)C[C@@H]1N(COC1=O)C(=O)OCC1=CC=CC=C1 (Benzyl (S)-4-chlorocarbonylmethyl-5-oxooxazolidine-3-carboxylate), CuBr, [Li+].[Br-] (LiBr), [NH4+].[Cl-] (NH4Cl). Solvent: C1CCOC1 (THF), C1CCOC1 (THF), O (water), CCCCCCC (heptane), C1CCOC1 (THF). Reaction conditions: time 20 minute. Product: O=C1[C@@H](N(CO1)C(=O)OCC1=CC=CC=C1)CC(C)=O (Benzyl (S)-5-oxo-4-(2-oxopropyl)oxazolidine-3-carboxylate). Reaction SMILES: [Li+].[Br-].[CH3:3][Mg]Cl.Cl[C:7]([CH2:9][C@H:10]1[C:14](=[O:15])[O:13][CH2:12][N:11]1[C:16]([O:18][CH2:19][C:20]1[CH:25]=[CH:24][CH:23]=[CH:22][CH:21]=1)=[O:17])=[O:8].[NH4+].[Cl-]>C1COCC1.O.CCCCCCC>[O:15]=[C:14]1[O:13][CH2:12][N:11]([C:16]([O:18][CH2:19][C:20]2[CH:25]=[CH:24][CH:23]=[CH:22][CH:21]=2)=[O:17])[C@H:10]1[CH2:9][C:7](=[O:8])[CH3:3] |f:0.1,4.5|. Reported procedure: CuBr (24.54 g, 168 mmol, 1.2 eq.) and LiBr (29.18 g, 336 mmol, 2.4 eq.) were initially charged in a baked-out flask under argon, then dissolved in 600 ml of absolute THF and stirred at RT for 20 min. This gave a clear yellow-orange solution. The mixture was then cooled to −78° C., and MeMgCl solution (55.46 ml, 168 mmol, 1.2 eq.) was added dropwise thereto. This led to a yellow suspension which was difficult to stir, so that a further 75 ml of THF were added dropwise; the mixture was subsequentl... Reactants: P(=O)([O-])([O-])[O-] (phosphate), C[C@H]1[C@@]([C@H]([C@@H](O1)O[C@@H]2[C@H]([C@@H]([C@H]([C@@H]([C@H]2O)O)N=C(N)N)O)N=C(N)N)O[C@H]3[C@H]([C@@H]([C@H]([C@@H](O3)CO)O)O)NC)(C=O)O.OS(=O)(=O)O (streptomycin sulfate). The product is C[C@H]1[C@@]([C@H]([C@@H](O1)O[C@@H]2[C@H]([C@@H]([C@H]([C@@H]([C@H]2O)O)NC(=N)N)O)NC(=N)N)O[C@H]3[C@H]([C@@H]([C@H]([C@@H](O3)CO)O)O)NC)(C=O)O (streptomycin). RXN SMILES: P([O-])([O-])([O-])=O.[CH3:6][C@@H:7]1[O:11][C@@H:10]([O:12][C@H:13]2[C@H:18]([OH:19])[C@@H:17]([OH:20])[C@H:16]([N:21]=[C:22]([NH2:24])[NH2:23])[C@@H:15]([OH:25])[C@@H:14]2[N:26]=[C:27]([NH2:29])[NH2:28])[C@H:9]([O:30][C@@H:31]2[O:36][C@@H:35]([CH2:37][OH:38])[C@H:34]([OH:39])[C@@H:33]([OH:40])[C@@H:32]2[NH:41][CH3:42])[C@@:8]1([OH:45])[CH:43]=[O:44].OS(O)(=O)=O>>[CH3:6][C@@H:7]1[O:11][C@@H:10]([O:12][C@H:13]2[C@H:18]([OH:19])[C@@H:17]([OH:20])[C@H:16]([NH:21][C:22]([NH2:24])=[NH:23])[C@@H:15]([OH:25])[C@@H:14]2[NH:26][C:27]([NH2:29])=[NH:28])[C@H:9]([O:30][C@@H:31]2[O:36][C@@H:35]([CH2:37][OH:38])[C@H:34]([OH:39])[C@@H:33]([OH:40])[C@@H:32]2[NH:41][CH3:42])[C@@:8]1([OH:45])[CH:43]=[O:44] |f:1.2|. Procedure details: The thus-obtained cell was suspended in 600 ml of a 0.1M phosphate buffer solution, and broken by the use of a Dyno-mill. After the removal of insoluble materials by centrifugal separation, a crude extract containing adenylate kinase was obtained. Then, 200 ml of a 10% streptomycin sulfate solution was added to 400 ml of the crude extract. Precipitates formed were removed by centrifugal separation to thereby obtain a streptomycin supernatant liquid. This supernatant liquid was subjected to ammon...